From a dataset of the Open Reaction Database (ORD), a public repository of structured organic reaction records. describe an organic reaction: reactants, conditions, products, and yield Starting materials: CC1=CC=C(C=C1)S(=O)(=O)OC[C@@H]1OC1 ((2R)oxiran-2-ylmethyl 4-methyl-1-benzenesulfonate), C([O-])([O-])=O.[K+].[K+] (potassium carbonate), ClC=1C=C(OC2=CC=NC3=CC(=C(C=C23)C(=O)N)O)C=CC1NC(=O)NC1CC1 (4-(3-chloro-4-(((cyclopropylamino)carbonyl)amino)phenoxy)-7-hydroxy-6-quinolinecarboxamide). Solvent: CN(C=O)C (dimethylformamide). Yields the product ClC=1C=C(OC2=CC=NC3=CC(=C(C=C23)C(=O)N)OC[C@@H](CN(CC)CC)O)C=CC1NC(=O)NC1CC1 (4-(3-Chloro-4-(((cyclopropylamino)carbonyl)amino)phenoxy)-7-((2R)-3-diethylamino-2-hydroxypropoxy)-6-quinoline carboxamide). RXN SMILES: CC1C=CC(S(O[CH2:12][C@H:13]2[CH2:15][O:14]2)(=O)=O)=CC=1.C(=O)([O-])[O-].[K+].[K+].[Cl:22][C:23]1[CH:24]=[C:25]([CH:41]=[CH:42][C:43]=1[NH:44][C:45]([NH:47][CH:48]1[CH2:50][CH2:49]1)=[O:46])[O:26][C:27]1[C:36]2[C:31](=[CH:32][C:33]([OH:40])=[C:34]([C:37]([NH2:39])=[O:38])[CH:35]=2)[N:30]=[CH:29][CH:28]=1>CN(C)C=O>[Cl:22][C:23]1[CH:24]=[C:25]([CH:41]=[CH:42][C:43]=1[NH:44][C:45]([NH:47][CH:48]1[CH2:50][CH2:49]1)=[O:46])[O:26][C:27]1[C:36]2[C:31](=[CH:32][C:33]([O:40][CH2:15][C@H:13]([OH:14])[CH2:12][N:30]([CH2:31][CH3:32])[CH2:29][CH3:28])=[C:34]([C:37]([NH2:39])=[O:38])[CH:35]=2)[N:30]=[CH:29][CH:28]=1 |f:1.2.3|. Procedure details: After adding (2R)oxiran-2-ylmethyl 4-methyl-1-benzenesulfonate (308 mg, 1.35 mmol), potassium carbonate (149 mg, 1.08 mmol) and dimethylformamide (9 ml) to 4-(3-chloro-4-(((cyclopropylamino)carbonyl)amino)phenoxy)-7-hydroxy-6-quinolinecarboxamide (372.0 mg, 0.90 mmol), The product is ClC1=C(C(=O)OC)C(=CC=C1)F (methyl 2-chloro-6-fluorobenzoate). Reactants: ClC1=C(C(=O)O)C(=CC=C1)F (2-chloro-6-fluorobenzoic acid), CO (methanol), S(O)(O)(=O)=O (sulfuric acid). Yield: 59.6%. Procedure: A 50-mL round-bottom flask was equipped with a magnetic stir bar, reflux condenser, thermometer, nitrogen inlet, and a heating mantle attached to a temperature controller. The flask was charged with 2-chloro-6-fluorobenzoic acid (8.30 g, 47.55 mmol), methanol (15 g), and concentrated sulfuric acid (1 g). The reaction mixture was heated to 60° C. for seven days, then cooled to room temperature. Ethyl ether (50 mL) was added; the reaction mixture was transferred to a separatory funnel and washed w... As a reaction SMILES: [Cl:1][C:2]1[CH:10]=[CH:9][CH:8]=[C:7]([F:11])[C:3]=1[C:4]([OH:6])=[O:5].[CH3:12]O.S(=O)(=O)(O)O>C(OCC)C>[Cl:1][C:2]1[CH:10]=[CH:9][CH:8]=[C:7]([F:11])[C:3]=1[C:4]([O:6][CH3:12])=[O:5]. Run at temperature 60 celsius. Run in C(C)OCC (Ethyl ether). The reactants are CC12CCC(C#N)=CC1=CCC1C2CCC2(C)C(C(=O)Sc3ccccn3)CCC12, COc1cc(OC)cc(C(C)(C)N)c1. Product: COc1cc(OC)cc(C(C)(C)NC(=O)C2CCC3C4CC=C5C=C(C#N)CCC5(C)C4CCC23C)c1. RXN SMILES: [C:1](#[N:2])[C:3]1=[CH:4][C:5]2=[CH:6][CH2:7][CH:8]3[CH:9]4[CH2:10][CH2:11][CH:12]([C:22]([S:23][c:24]5[cH:25][cH:26][cH:27][cH:28][n:29]5)=[O:30])[C:13]4([CH3:14])[CH2:15][CH2:16][CH:17]3[C:18]2([CH3:21])[CH2:19][CH2:20]1.[CH3:31][O:32][c:33]1[cH:34][c:35]([C:41]([CH3:42])([CH3:43])[NH2:44])[cH:36][c:37]([O:39][CH3:40])[cH:38]1>>[C:1](#[N:2])[C:3]1=[CH:4][C:5]2=[CH:6][CH2:7][CH:8]3[CH:9]4[CH2:10][CH2:11][CH:12]([C:22](=[O:30])[NH:44][C:41]([c:35]5[cH:34][c:33]([O:32][CH3:31])[cH:38][c:37]([O:39][CH3:40])[cH:36]5)([CH3:42])[CH3:43])[C:13]4([CH3:14])[CH2:15][CH2:16][CH:17]3[C:18]2([CH3:21])[CH2:19][CH2:20]1.